This data is from the Open Reaction Database (ORD), a public repository of structured organic reaction records. The task is: describe an organic reaction: reactants, conditions, products, and yield Reactants: [N+](=O)([O-])C1=C(N)C=CC(=C1)SC#N (2-nitro-4-thiocyanato-aniline), C(C)O (ethanol), [Cl-].[NH4+] (ammonium chloride). Reagents/catalysts: [Fe] (iron). Solvent: O (water), O (water). Run at time 15 minute. The product is S(C#N)C1=CC(=C(C=C1)N)N (4-thiocyanato-1,2-diaminobenzene). The yield is 74.0%. Reaction SMILES: [N+:1]([C:4]1[CH:10]=[C:9]([S:11][C:12]#[N:13])[CH:8]=[CH:7][C:5]=1[NH2:6])([O-])=O.C(O)C.[Cl-].[NH4+]>[Fe].O>[S:11]([C:9]1[CH:8]=[CH:7][C:5]([NH2:6])=[C:4]([NH2:1])[CH:10]=1)[C:12]#[N:13] |f:2.3|. Reported procedure: To a suspension of 2-nitro-4-thiocyanato-aniline, 22.3 g. of powdered iron, 50 ml. of 96% ethanol and 50 ml. of water a solution of 2.2 g. of ammonium chloride and 15 ml. of water is added dropwise under stirring at the boiling point of the mixture. Stirring is continued for a further 15 minutes, whereupon the reaction mixture is filtered until warm. To the filtrate 250 ml. of water are added. After cooling the precipitated crystals are filtered off. Thus 12.2 g. of 4-thiocyanato-1,2-diaminobenz... Reactants: C(C)OC(C1=NC(=NN1C)C1=NC(=CC=C1)C)OCC (2-[5-(diethoxymethyl)-1-methyl-1H-1,2,4-triazol-3-yl]-6-methylpyridine), Cl (HCl). The solvent is O (water), O (water), O (water). The product is O.Cl.CN1N=C(N=C1C=O)C1=NC(=CC=C1)C (1-Methyl-3-(6-methylpyridin-2-yl)-1H-1,2,4-triazole-5-carbaldehyde hydrochloride hydrate). Yield: 189.6%. RXN SMILES: C([O:3][CH:4](OCC)[C:5]1[N:9]([CH3:10])[N:8]=[C:7]([C:11]2[CH:16]=[CH:15][CH:14]=[C:13]([CH3:17])[N:12]=2)[N:6]=1)C.[ClH:21]>O>[OH2:3].[ClH:21].[CH3:10][N:9]1[C:5]([CH:4]=[O:3])=[N:6][C:7]([C:11]2[CH:16]=[CH:15][CH:14]=[C:13]([CH3:17])[N:12]=2)=[N:8]1 |f:3.4.5|. Procedure: A mixture of 2-[5-(diethoxymethyl)-1-methyl-1H-1,2,4-triazol-3-yl]-6-methylpyridine (38 g, 0.1377 mol), water (92 mL) and concentrated HCl (23 mL, 0.276 mol) was heated at 70–80° C. for 2 h. The resulting solution was co-evaporated with water four times using a water aspirator vacuum, then dried in vacuo at 60° C. to give 33.5 g (94.5%) of the title product as a covalently-bound hydrate. Satisfactory C,H,N-analysis was obtained. 1H NMR (400 MHz, D2O+TFA): δ 2.90 (s, 3H), 4.13 (s, 3H), 6.38 (s, 1... Reactants: O=C([O-])C(=O)[O-], C1CCOC1, Nc1ccc(-c2sc3ccccc3c2C(=O)c2ccc(OCCN3CCCC3)cc2)cc1. Product: Nc1ccc(-c2sc3ccccc3c2Cc2ccc(OCCN3CCCC3)cc2)cc1. RXN SMILES: [C:33]([O-:34])(=[O:35])[C:36]([O-:37])=[O:38].[CH2:39]1[O:40][CH2:41][CH2:42][CH2:43]1.[N:1]1([CH2:6][CH2:7][O:8][c:9]2[cH:10][cH:11][c:12]([C:15](=[O:16])[c:17]3[c:18]4[c:19]([s:20][c:21]3-[c:22]3[cH:23][cH:24][c:25]([NH2:28])[cH:26][cH:27]3)[cH:29][cH:30][cH:31][cH:32]4)[cH:13][cH:14]2)[CH2:2][CH2:3][CH2:4][CH2:5]1>>[N:1]1([CH2:6][CH2:7][O:8][c:9]2[cH:10][cH:11][c:12]([CH2:15][c:17]3[c:18]4[c:19]([s:20][c:21]3-[c:22]3[cH:23][cH:24][c:25]([NH2:28])[cH:26][cH:27]3)[cH:29][cH:30][cH:31][cH:32]4)[cH:13][cH:14]2)[CH2:2][CH2:3][CH2:4][CH2:5]1.